describe an organic reaction: reactants, conditions, products, and yield From a dataset of the Open Reaction Database (ORD), a public repository of structured organic reaction records. Starting materials: Cc1ccc(C(=O)CBr)cc1, [H-], [Na+], CN(C)C=O, Cc1ccc(S(=O)(=O)N=c2[nH]c3ccccc3s2)cc1. Product: Cc1ccc(C(=O)Cn2c(=NS(=O)(=O)c3ccc(C)cc3)sc3ccccc32)cc1. As a reaction SMILES: [Br:23][CH2:24][C:25](=[O:26])[c:27]1[cH:28][cH:29][c:30]([CH3:33])[cH:31][cH:32]1.[H-:22].[Na+:21].[O:34]=[CH:35][N:36]([CH3:37])[CH3:38].[s:1]1[c:2](=[N:10][S:11](=[O:12])(=[O:13])[c:14]2[cH:15][cH:16][c:17]([CH3:20])[cH:18][cH:19]2)[nH:3][c:4]2[c:5]1[cH:6][cH:7][cH:8][cH:9]2>>[s:1]1[c:2](=[N:10][S:11](=[O:12])(=[O:13])[c:14]2[cH:15][cH:16][c:17]([CH3:20])[cH:18][cH:19]2)[n:3]([CH2:24][C:25](=[O:26])[c:27]2[cH:28][cH:29][c:30]([CH3:33])[cH:31][cH:32]2)[c:4]2[c:5]1[cH:6][cH:7][cH:8][cH:9]2. The reactants are O=S1(CCN(CC2=C1C=CC=C2)C2=NC1=CC=C(C=C1C(=C2)NC2(COC2)CNC(C(F)(F)F)=O)C)=O (N-[(3-{[2-(1,1-dioxido-2,3-dihydro-1,4-benzothiazepin-4(5H)-yl)-6-methylquinolin-4-yl]amino}oxetan-3-yl)methyl]-2,2,2-trifluoroacetamide), C([O-])([O-])=O.[K+].[K+] (potassium carbonate). Isolated yield 14.8%. Solvent: CO (methanol). Reaction SMILES: [O:1]=[S:2]1(=[O:37])[C:8]2[CH:9]=[CH:10][CH:11]=[CH:12][C:7]=2[CH2:6][N:5]([C:13]2[CH:22]=[C:21]([NH:23][C:24]3([CH2:28][NH:29]C(=O)C(F)(F)F)[CH2:27][O:26][CH2:25]3)[C:20]3[C:15](=[CH:16][CH:17]=[C:18]([CH3:36])[CH:19]=3)[N:14]=2)[CH2:4][CH2:3]1.C(=O)([O-])[O-].[K+].[K+]>CO>[NH2:29][CH2:28][C:24]1([NH:23][C:21]2[C:20]3[C:15](=[CH:16][CH:17]=[C:18]([CH3:36])[CH:19]=3)[N:14]=[C:13]([N:5]3[CH2:6][C:7]4[CH:12]=[CH:11][CH:10]=[CH:9][C:8]=4[S:2](=[O:37])(=[O:1])[CH2:3][CH2:4]3)[CH:22]=2)[CH2:25][O:26][CH2:27]1 |f:1.2.3|. Procedure: To a solution of N-[(3-{[2-(1,1-dioxido-2,3-dihydro-1,4-benzothiazepin-4(5H)-yl)-6-methylquinolin-4-yl]amino}oxetan-3-yl)methyl]-2,2,2-trifluoroacetamide (190 mg, 0.355 mmol) in methanol (15 mL) was added an aqueous solution of potassium carbonate (197 mg, 1.42 mmol, dissolved in 2 mL of water). After being stirred at room temperature overnight, the resulting mixture was concentrated in vacuo to remove methanol. The residue was diluted with water (5 mL) and extracted with dichloromethane (15 mL)... Yields the product NCC1(COC1)NC1=CC(=NC2=CC=C(C=C12)C)N1CCS(C2=C(C1)C=CC=C2)(=O)=O (N-[3-(Aminomethyl)oxetan-3-yl]-2-(1,1-dioxido-2,3-dihydro-1,4-benzothiazepin-4(5H)-yl)-6-methylquinolin-4-amine). Conditions: time 8 hour. Starting materials: CSc1ncc(CCc2ccccc2)c(=O)[nH]1, CCO, CC(C)=O, CN(CCCN)c1ccccn1, c1ccncc1. Yields the product CN(CCCNc1ncc(CCc2ccccc2)c(=O)[nH]1)c1ccccn1. As a reaction SMILES: [CH3:13][S:14][c:15]1[n:16][cH:17][c:18]([CH2:22][CH2:23][c:24]2[cH:25][cH:26][cH:27][cH:28][cH:29]2)[c:19](=[O:21])[nH:20]1.[CH3:30][CH2:31][OH:32].[CH3:33][C:34](=[O:35])[CH3:36].[NH2:1][CH2:2][CH2:3][CH2:4][N:5]([CH3:6])[c:7]1[n:8][cH:9][cH:10][cH:11][cH:12]1.[cH:37]1[cH:38][cH:39][n:40][cH:41][cH:42]1>>[NH:1]([CH2:2][CH2:3][CH2:4][N:5]([CH3:6])[c:7]1[n:8][cH:9][cH:10][cH:11][cH:12]1)[c:15]1[n:16][cH:17][c:18]([CH2:22][CH2:23][c:24]2[cH:25][cH:26][cH:27][cH:28][cH:29]2)[c:19](=[O:21])[nH:20]1. The reactants are C(C)OC(C=C(OCC)N)=O (β-amino-β-ethoxyacrylic acid ethyl ester), FC1=CC=C(CNN)C=C1 (4-fluorobenzylhydrazine), compound. The solvent is C(C)O (ethanol). Product: NC=1NN(C(C1)=O)CC1=CC=C(C=C1)F (3-Amino-1-(4-fluorobenzyl)-pyrazol-5-one). RXN SMILES: C([O:3][C:4](=O)[CH:5]=[C:6]([NH2:10])OCC)C.[F:12][C:13]1[CH:21]=[CH:20][C:16]([CH2:17][NH:18][NH2:19])=[CH:15][CH:14]=1>C(O)C>[NH2:10][C:6]1[NH:19][N:18]([CH2:17][C:16]2[CH:20]=[CH:21][C:13]([F:12])=[CH:14][CH:15]=2)[C:4](=[O:3])[CH:5]=1. Reported procedure: 17.5 g of β-amino-β-ethoxyacrylic acid ethyl ester and 13 g of 4-fluorobenzylhydrazine, on stirring for 5 hours in ethanol at 60° and working up as described in Example 1, yield 13.2 g of the compound identified above as colorless crystals of melting point 148°, corresponding to 63% of theory. Starting materials: C1COCCN1, CN(C)P(=O)(N(C)C)N(C)C, CC1CCc2c(Cl)c(F)cc3c(=O)c(C(=O)O)cn1c23. The product is CC1CCc2c(Cl)c(N3CCOCC3)cc3c(=O)c(C(=O)O)cn1c23. RXN SMILES: [CH2:21]1[CH2:22][O:23][CH2:24][CH2:25][NH:26]1.[CH3:27][N:28]([CH3:29])[P:30](=[O:31])([N:32]([CH3:33])[CH3:34])[N:35]([CH3:36])[CH3:37].[F:1][c:2]1[c:3]([Cl:20])[c:4]2[c:13]3[n:8]([cH:9][c:10]([C:16](=[O:17])[OH:18])[c:11](=[O:15])[c:12]3[cH:14]1)[CH:7]([CH3:19])[CH2:6][CH2:5]2>>[c:2]1([N:26]2[CH2:21][CH2:22][O:23][CH2:24][CH2:25]2)[c:3]([Cl:20])[c:4]2[c:13]3[n:8]([cH:9][c:10]([C:16](=[O:17])[OH:18])[c:11](=[O:15])[c:12]3[cH:14]1)[CH:7]([CH3:19])[CH2:6][CH2:5]2. The reactants are NC1C(N(C2=C(C(=N1)C1=CC=CC=C1)C=CC=C2)CC(C2=C(C=CS2)C)=O)=O (3-amino-1,3-dihydro-1-(3-methyl-2-thenoyl)methyl-5-phenyl-2H-1,4-benzodiazepin-2-one), C([C@@H](O)C1=CC=CC=C1)(=O)O ((S)-mandelic acid). Reagents/catalysts: ClC1=C(C(C=O)=CC(=C1)Cl)O (3,5-dichlorosalicylaldehyde). The solvent is C(C)#N (acetonitrile). Run at time 3 day. The product is N[C@H]1C(N(C2=C(C(=N1)C1=CC=CC=C1)C=CC=C2)CC(C2=C(C=CS2)C)=O)=O.C([C@@H](O)C1=CC=CC=C1)(=O)[O-] ((R)-3-amino-1,3-dihydro-1-(3-methyl-2-thenoyl)methyl-5-phenyl-2H-1,4-benzodiazepin-2-one·(S)mandelate). The yield is 90.8%. Reaction SMILES: [NH2:1][CH:2]1[N:8]=[C:7]([C:9]2[CH:14]=[CH:13][CH:12]=[CH:11][CH:10]=2)[C:6]2[CH:15]=[CH:16][CH:17]=[CH:18][C:5]=2[N:4]([CH2:19][C:20](=[O:27])[C:21]2[S:25][CH:24]=[CH:23][C:22]=2[CH3:26])[C:3]1=[O:28].[C:29]([OH:39])(=[O:38])[C@H:30]([C:32]1[CH:37]=[CH:36][CH:35]=[CH:34][CH:33]=1)[OH:31]>ClC1C=C(Cl)C=C(C=O)C=1O.C(#N)C>[NH2:1][C@@H:2]1[N:8]=[C:7]([C:9]2[CH:14]=[CH:13][CH:12]=[CH:11][CH:10]=2)[C:6]2[CH:15]=[CH:16][CH:17]=[CH:18][C:5]=2[N:4]([CH2:19][C:20](=[O:27])[C:21]2[S:25][CH:24]=[CH:23][C:22]=2[CH3:26])[C:3]1=[O:28].[C:29]([O-:39])(=[O:38])[C@H:30]([C:32]1[CH:37]=[CH:36][CH:35]=[CH:34][CH:33]=1)[OH:31] |f:4.5|. Procedure: A mixture of 4.28 g 3-amino-1,3-dihydro-1-(3-methyl-2-thenoyl)methyl-5-phenyl-2H-1,4-benzodiazepin-2-one, 1.59 g (S)-mandelic acid, 63 mg 3,5-dichlorosalicylaldehyde and 110 ml acetonitrile was stirred at room temperature for three days. The crystals which separated out were collected by filtration and washed with 100 ml acetonitrile, thus giving 5.13 g of (R)-3-amino-1,3-dihydro-1-(3-methyl-2-thenoyl)methyl-5-phenyl-2H-1,4-benzodiazepin-2-one·(S)mandelate as white crystals. The product is C1CCC2=C(C=3CCCC3C=C12)N (1,2,3,5,6,7-Hexahydro-s-indacen-4-ylamine). Conditions: temperature 0 celsius. Reported procedure: A slurry of N-(1,2,3,5,6,7-hexahydro-s-indacen-4yl)-acetamide (110 grams) in YY mL of 25% sulfuric acid was treated with enough ethanol to make a solution (ca YY mL). The resulting solution was heated to reflux for a period of 2 days. The resulting black solution was treated with charcoal at reflux, filtered hot and cooled to 0° C. The solution was then cautiously neutralized with 20% sodium hydroxide solution. The resulting slurry was then filtered and washed with water until the filtrate ran n... As a reaction SMILES: [CH2:1]1[C:12]2[C:4](=[C:5]([NH:13]C(=O)C)[C:6]3[CH2:7][CH2:8][CH2:9][C:10]=3[CH:11]=2)[CH2:3][CH2:2]1.S(=O)(=O)(O)O.C>C(O)C>[CH2:9]1[C:10]2[C:6](=[C:5]([NH2:13])[C:4]3[CH2:3][CH2:2][CH2:1][C:12]=3[CH:11]=2)[CH2:7][CH2:8]1. Yield: 90.4%. The reactants are C1CCC2=C(C=3CCCC3C=C12)NC(C)=O (N-(1,2,3,5,6,7-hexahydro-s-indacen-4yl)-acetamide), S(O)(O)(=O)=O (sulfuric acid), C (charcoal). The solvent is C(C)O (ethanol).